Dataset: the Open Reaction Database (ORD), a public repository of structured organic reaction records. Task: describe an organic reaction: reactants, conditions, products, and yield Reactants: C(C)(C)(C)OC(=O)NN1CCCC1 (tert-butoxycarbonylaminopyrrolidine), FC1=CC=C(C#N)C=C1 (p-fluorobenzonitrile), C([O-])([O-])=O.[Cs+].[Cs+] (cesium carbonate), CN(C)C=O (DMF). Run in O (water), C(C)(=O)OCC (Ethyl acetate). Run at temperature 50 celsius, time 12 hour. Yields the product C(#N)C1=CC=C(C=C1)N1C[C@@H](CC1)NC(O)=O ([(R)-1-(4-Cyanophenyl)pyrrolidin-3-yl]carbamic acid). RXN SMILES: C(OC(N[N:9]1[CH2:13][CH2:12][CH2:11][CH2:10]1)=O)(C)(C)C.F[C:15]1[CH:22]=[CH:21][C:18]([C:19]#[N:20])=[CH:17][CH:16]=1.[C:23](=[O:26])([O-])[O-:24].[Cs+].[Cs+].C[N:30](C=O)C>O.C(OCC)(=O)C>[C:19]([C:18]1[CH:21]=[CH:22][C:15]([N:9]2[CH2:10][CH2:11][C@@H:12]([NH:30][C:23](=[O:26])[OH:24])[CH2:13]2)=[CH:16][CH:17]=1)#[N:20] |f:2.3.4|. Procedure: A mixture of (3R)-(+)-(tert-butoxycarbonylaminopyrrolidine (1.0 g), p-fluorobenzonitrile (650 mg), cesium carbonate (1.75 g) and 5 ml of DMF was stirred at 50° C. for 12 h. Ethyl acetate and water were then added to the reaction solution, and the organic phase was washed twice with water, dried over sodium sulfate and filtered, and the solvent was removed in vacuo. The residue was purified by preparative HPLC. The product with the molecular weight of 287.36 (C16H21N3O2) was obtained in this way;... Reactants: CO, Cl, Cn1ncc2cc(Oc3ccc(F)cc3C#N)ccc21. Yields the product Cl, Cn1ncc2cc(Oc3ccc(F)cc3CN)ccc21. As a reaction SMILES: [CH3:22][OH:23].[ClH:21].[F:1][c:2]1[cH:3][cH:4][c:5]([O:10][c:11]2[cH:12][c:13]3[cH:14][n:15][n:16]([CH3:20])[c:17]3[cH:18][cH:19]2)[c:6]([C:7]#[N:8])[cH:9]1>>[ClH:21].[F:1][c:2]1[cH:3][cH:4][c:5]([O:10][c:11]2[cH:12][c:13]3[cH:14][n:15][n:16]([CH3:20])[c:17]3[cH:18][cH:19]2)[c:6]([CH2:7][NH2:8])[cH:9]1. Starting materials: CC1CCC(Br)(Br)c2nc3ccccc3c(=O)n21, CCO, NNc1ccccc1. Yields the product CC1CCC(=NNc2ccccc2)c2nc3ccccc3c(=O)n21. Reaction SMILES: [Br:1][C:2]1([Br:18])[CH2:3][CH2:4][CH:5]([CH3:17])[n:6]2[c:7]1[n:8][c:9]1[cH:10][cH:11][cH:12][cH:13][c:14]1[c:15]2=[O:16].[CH3:27][CH2:28][OH:29].[c:19]1([NH:25][NH2:26])[cH:20][cH:21][cH:22][cH:23][cH:24]1>>[C:2]1(=[N:26][NH:25][c:19]2[cH:20][cH:21][cH:22][cH:23][cH:24]2)[CH2:3][CH2:4][CH:5]([CH3:17])[n:6]2[c:7]1[n:8][c:9]1[cH:10][cH:11][cH:12][cH:13][c:14]1[c:15]2=[O:16]. The reactants are C(C1=CC=CC=C1)OC([C@@H](N)CCCCNC(=O)OCC1=CC=CC=C1)=O (Nε -benzyloxycarbonyl-L-lysine benzyl ester), C(C1=CC=CC=C1)OC([C@@H](N)C)=O (L-alanine benzyl ester), C(C1=CC=CC=C1)OC([C@@H](NC(C(CCC(=O)OC)C)=O)CCCCNC(=O)OCC1=CC=CC=C1)=O (Nα -(4-methoxycarbonyl-2-methylbutanoyl)-Nε -benzyloxycarbonyl-L-lysine benzyl ester), COC(=O)CCC(C(=O)N[C@@H](CCCCN)C(=O)O)C (Nα -(4-methoxycarbonyl-2-methylbutanoyl)-L-lysine), N[C@@H](CCCCN)C(=O)O (L-lysine). Yields the product C(=O)(O)CCC(C(=O)N[C@@H](CCCCN)C(=O)O)C (Nα -(4-carboxy-2-methylbutanoyl)-L-lysine). RXN SMILES: C(OC(=O)[C@H](CCCCNC(OCC1C=CC=CC=1)=O)N)C1C=CC=CC=1.C(OC(=O)[C@H](C)N)C1C=CC=CC=1.C([O:48][C:49](=[O:77])[C@H:50]([CH2:62][CH2:63][CH2:64][CH2:65][NH:66]C(OCC1C=CC=CC=1)=O)[NH:51][C:52](=[O:61])[CH:53]([CH3:60])[CH2:54][CH2:55][C:56]([O:58]C)=[O:57])C1C=CC=CC=1.COC(CCC(C)C(N[C@H](C(O)=O)CCCCN)=O)=O.N[C@H](C(O)=O)CCCCN>>[C:56]([CH2:55][CH2:54][CH:53]([CH3:60])[C:52]([NH:51][C@H:50]([C:49]([OH:77])=[O:48])[CH2:62][CH2:63][CH2:64][CH2:65][NH2:66])=[O:61])([OH:58])=[O:57]. Reported procedure: By substituting Nε -benzyloxycarbonyl-L-lysine benzyl ester for the L-alanine benzyl ester in the procedure of Example 23 and then treating the product by the procedure of Examples 24 and 26, Nα -(4-methoxycarbonyl-2-methylbutanoyl)-Nε -benzyloxycarbonyl-L-lysine benzyl ester, Nα -(4-methoxycarbonyl-2-methylbutanoyl)-L-lysine and Nα -(4-carboxy)-2-methylbutanoyl)-L-lysine are obtained. Starting materials: CC(=O)OC1CC(c2csc(N)n2)N(C(=O)OC(C)(C)C)C1, O=C=NCc1ccc(Cl)c(Cl)c1, ClCCl. Yields the product CC(=O)OC1CC(c2csc(NC(=O)NCc3ccc(Cl)c(Cl)c3)n2)N(C(=O)OC(C)(C)C)C1. RXN SMILES: [C:1]([CH3:2])([CH3:3])([CH3:4])[O:5][C:6](=[O:7])[N:8]1[CH:9]([c:17]2[n:18][c:19]([NH2:22])[s:20][cH:21]2)[CH2:10][CH:11]([O:13][C:14]([CH3:15])=[O:16])[CH2:12]1.[Cl:23][c:24]1[cH:25][c:26]([CH2:27][N:28]=[C:29]=[O:30])[cH:31][cH:32][c:33]1[Cl:34].[Cl:35][CH2:36][Cl:37]>>[C:1]([CH3:2])([CH3:3])([CH3:4])[O:5][C:6](=[O:7])[N:8]1[CH:9]([c:17]2[n:18][c:19]([NH:22][C:29]([NH:28][CH2:27][c:26]3[cH:25][c:24]([Cl:23])[c:33]([Cl:34])[cH:32][cH:31]3)=[O:30])[s:20][cH:21]2)[CH2:10][CH:11]([O:13][C:14]([CH3:15])=[O:16])[CH2:12]1. The reactants are FC(C(=O)O)(F)F.CN[C@@H](C(C)C)C(=O)N[C@@H](C(C)C)C(=O)N(C)[C@H]([C@@H](CC(=O)N1[C@@H](CCC1)[C@@H]([C@H](C(=O)N[C@H](CSCC1=CC=CC=C1)CC1=CC=CC=C1)C)OC)OC)[C@H](CC)C (N-methyl-L-valyl-N-[(3R,4S,5S)-1-{(2S)-2-[(1R,2R)-3-{[(2S)-1-(benzylsulfanyl)-3-phenylpropan-2-yl]amino}-1-methoxy-2-methyl-3-oxopropyl]pyrrolidin-1-yl}-3-methoxy-5-methyl-1-oxoheptan-4-yl]-N-methyl-L-valinamide trifluoroacetic acid salt), FC(C(=O)O)(F)F.CN[C@@H](C(C)C)C(=O)N[C@@H](C(C)C)C(=O)N(C)[C@H]([C@@H](CC(=O)N1[C@@H](CCC1)[C@@H]([C@H](C(=O)N[C@H](CSCC1=CC=CC=C1)CC1=CC=CC=C1)C)OC)OC)[C@H](CC)C (N-methyl-L-valyl-N-[(3R,4S,5S)-1-{(2S)-2-[(1R,2R)-3-{[(2S)-1-(benzylsulfanyl)-3-phenylpropan-2-yl]amino}-1-methoxy-2-methyl-3-oxopropyl]pyrrolidin-1-yl}-3-methoxy-5-methyl-1-oxoheptan-4-yl]-N-methyl-L-valinamide trifluoroacetic acid salt), O1CCOCC1 (dioxane), aqueous solution, O=CCCC(=O)O (4-oxobutanoic acid), C(#N)[BH3-].[Na+] (sodium cyanoborohydride). Run in O1CCOCC1.O (dioxane water). Product: C(=O)(O)CCCN([C@@H](C(C)C)C(=O)N[C@@H](C(C)C)C(=O)N(C)[C@H]([C@@H](CC(=O)N1[C@@H](CCC1)[C@@H]([C@H](C(=O)N[C@H](CSCC1=CC=CC=C1)CC1=CC=CC=C1)C)OC)OC)[C@H](CC)C)C (N-(3-Carboxypropyl)-N-methyl-L-valyl-N-[(3R,4S,5S)-1-{(2S)-2-[(1R,2R)-3-{[(2S)-1-(benzylsulfanyl)-3-phenylpropan-2-yl]amino}-1-methoxy-2-methyl-3-oxopropyl]-pyrrolidin-1-yl}-3-methoxy-5-methyl-1-oxoheptan-4-yl]-N-methyl-L-valinamide). As a reaction SMILES: FC(F)(F)C(O)=O.[CH3:8][NH:9][C@H:10]([C:14]([NH:16][C@H:17]([C:21]([N:23]([C@@H:25]([C@@H:62]([CH3:65])[CH2:63][CH3:64])[C@H:26]([O:60][CH3:61])[CH2:27][C:28]([N:30]1[CH2:34][CH2:33][CH2:32][C@H:31]1[C@H:35]([O:58][CH3:59])[C@@H:36]([CH3:57])[C:37]([NH:39][C@@H:40]([CH2:50][C:51]1[CH:56]=[CH:55][CH:54]=[CH:53][CH:52]=1)[CH2:41][S:42][CH2:43][C:44]1[CH:49]=[CH:48][CH:47]=[CH:46][CH:45]=1)=[O:38])=[O:29])[CH3:24])=[O:22])[CH:18]([CH3:20])[CH3:19])=[O:15])[CH:11]([CH3:13])[CH3:12].O=[CH:67][CH2:68][CH2:69][C:70]([OH:72])=[O:71].C([BH3-])#N.[Na+].O1CCOCC1>O1CCOCC1.O>[C:70]([CH2:69][CH2:68][CH2:67][N:9]([CH3:8])[C@H:10]([C:14]([NH:16][C@H:17]([C:21]([N:23]([C@@H:25]([C@@H:62]([CH3:65])[CH2:63][CH3:64])[C@H:26]([O:60][CH3:61])[CH2:27][C:28]([N:30]1[CH2:34][CH2:33][CH2:32][C@H:31]1[C@H:35]([O:58][CH3:59])[C@@H:36]([CH3:57])[C:37]([NH:39][C@@H:40]([CH2:50][C:51]1[CH:52]=[CH:53][CH:54]=[CH:55][CH:56]=1)[CH2:41][S:42][CH2:43][C:44]1[CH:45]=[CH:46][CH:47]=[CH:48][CH:49]=1)=[O:38])=[O:29])[CH3:24])=[O:22])[CH:18]([CH3:19])[CH3:20])=[O:15])[CH:11]([CH3:13])[CH3:12])([OH:72])=[O:71] |f:0.1,3.4,6.7|. Reported procedure: 19.3 mg (20 μmol) N-methyl-L-valyl-N-[(3R,4S,5S)-1-{(2S)-2-[(1R,2R)-3-{[(2S)-1-(benzylsulfanyl)-3-phenylpropan-2-yl]amino}-1-methoxy-2-methyl-3-oxopropyl]pyrrolidin-1-yl}-3-methoxy-5-methyl-1-oxoheptan-4-yl]-N-methyl-L-valinamide trifluoroacetic acid salt (intermediate 20) was dissolved in 1.2 mL dioxane/water (1:1) and reacted with a 15% aqueous solution of 4-oxobutanoic acid in the presence of sodium cyanoborohydride, by analogy with the synthesis in Example 1. After lyophilization from dioxan...